Dataset: the Open Reaction Database (ORD), a public repository of structured organic reaction records. Task: describe an organic reaction: reactants, conditions, products, and yield The reactants are NC1=C(C(=NN1C)O)C1=CC=C(C=C1)C (5-amino-1-methyl-4-(4-methylphenyl)-1H-pyrazol-3-ol), [H-].[Na+] (sodium hydride), BrC1=C(C=CC=C1)OCC (bromophenetole). Run in CN(C=O)C (dimethylformamide), O (water). Run at time 2 hour. Yields the product CN1N=C(C(=C1N)C1=CC=C(C=C1)C)OCCOC1=CC=CC=C1 (1-methyl-4-(4-methylphenyl)-3-(2-phenoxyethoxy)-1H-pyrazol-5-amine). Isolated yield 25.1%. RXN SMILES: [NH2:1][C:2]1[N:6]([CH3:7])[N:5]=[C:4]([OH:8])[C:3]=1[C:9]1[CH:14]=[CH:13][C:12]([CH3:15])=[CH:11][CH:10]=1.[H-].[Na+].Br[C:19]1[CH:24]=[CH:23][CH:22]=[CH:21][C:20]=1[O:25][CH2:26][CH3:27]>CN(C)C=O.O>[CH3:7][N:6]1[C:2]([NH2:1])=[C:3]([C:9]2[CH:14]=[CH:13][C:12]([CH3:15])=[CH:11][CH:10]=2)[C:4]([O:8][CH2:27][CH2:26][O:25][C:20]2[CH:21]=[CH:22][CH:23]=[CH:24][CH:19]=2)=[N:5]1 |f:1.2|. Reported procedure: To 5-amino-1-methyl-4-(4-methylphenyl)-1H-pyrazol-3-ol (Preparation 3a) (50 mg) in dimethylformamide (2 ml) at room temperature was added sodium hydride (60% dispersion in oil, 10 mg) and bromophenetole (49.5 mg). The mixture was stirred for 2 hrs. The reaction was diluted with water (10 ml) and extracted with ethyl acetate (10 ml). The organic fraction was dried over magnesium sulfate, filtered and concentrated under reduced pressure. The residue was purified by column chromatography on silica ... Reactants: ClCC(=O)N1C2=C(NC(C3=C1C=CC=C3)=O)C=CC=N2 (11-chloroacetyl-5,11-dihydro-6H-pyrido- [2,3-b][1,4]benzodiazepine-6-one), COC1=CC=C(CCCN)C=C1 (N-(4-methoxyphenethyl)methylamine), C(O)([O-])=O.[Na+] (sodium hydrogen carbonate), C(C)#N (acetonitrile). The product is COC1=CC=C(CCN(C)CC(=O)N2C3=C(NC(C4=C2C=CC=C4)=O)C=CC=N3)C=C1 (5,11-Dihydro-11-{2-[N-(4-methoxyphenethyl)-N-methylamino]acetyl}-6H-pyrido[2,3-b][1,4]benzodiazepin-6-one). RXN SMILES: Cl[CH2:2][C:3]([N:5]1[C:11]2[CH:12]=[CH:13][CH:14]=[CH:15][C:10]=2[C:9](=[O:16])[NH:8][C:7]2[CH:17]=[CH:18][CH:19]=[N:20][C:6]1=2)=[O:4].[CH3:21][O:22][C:23]1[CH:32]=[CH:31][C:26]([CH2:27][CH2:28]CN)=[CH:25][CH:24]=1.C(=O)([O-])O.[Na+].[C:38](#[N:40])C>>[CH3:21][O:22][C:23]1[CH:24]=[CH:25][C:26]([CH2:27][CH2:28][N:40]([CH2:2][C:3]([N:5]2[C:11]3[CH:12]=[CH:13][CH:14]=[CH:15][C:10]=3[C:9](=[O:16])[NH:8][C:7]3[CH:17]=[CH:18][CH:19]=[N:20][C:6]2=3)=[O:4])[CH3:38])=[CH:31][CH:32]=1 |f:2.3|. Procedure: A mixture of 11-chloroacetyl-5,11-dihydro-6H-pyrido- [2,3-b][1,4]benzodiazepine-6-one (288 mg) (German patent 1,936,670), N-(4-methoxyphenethyl)methylamine (182 mg) and sodium hydrogen carbonate (92 mg) in acetonitrile (25 ml) was heated under reflux for 16 hours and evaporated. The residue was partitioned between 2M aqueous sodium hydrogen carbonate solution and dichloromethane and the organic layer washed with brine, dried over MgSO4 and evaporated. The residue was purified by chromatography o... The reactants are CCOC(=O)CSc1cnc(NC(=O)N(CC2CCCC2)c2cccc(NC(=O)C(C)C)c2)s1, CCOC(=O)CSc1cnc(N)s1, O=C(O)Cc1csc(NC(=O)N(CC2CCCC2)c2ccc(F)c(F)c2)n1, O=CC1CCCC1, CC(C)C(=O)Nc1cccc(N)c1. The product is CC(C)C(=O)Nc1cccc(N(CC2CCCC2)C(=O)Nc2ncc(SCC(=O)O)s2)c1. As a reaction SMILES: [CH2:1]([CH3:2])[O:3][C:4]([CH2:5][S:6][c:7]1[cH:8][n:9][c:10]([NH:12][C:13](=[O:14])[N:15]([c:16]2[cH:17][c:18]([NH:22][C:23]([CH:24]([CH3:25])[CH3:26])=[O:27])[cH:19][cH:20][cH:21]2)[CH2:28][CH:29]2[CH2:30][CH2:31][CH2:32][CH2:33]2)[s:11]1)=[O:34].[CH2:82]([O:83][C:84](=[O:85])[CH2:86][S:87][c:88]1[s:89][c:90]([NH2:91])[n:92][cH:93]1)[CH3:94].[CH:35]1([CH2:36][N:37]([c:38]2[cH:39][cH:40][c:41]([F:42])[c:43]([F:44])[cH:45]2)[C:46](=[O:47])[NH:48][c:49]2[s:50][cH:51][c:52]([CH2:53][C:54]([OH:55])=[O:56])[n:57]2)[CH2:58][CH2:59][CH2:60][CH2:61]1.[CH:75]1([CH:76]=[O:77])[CH2:78][CH2:79][CH2:80][CH2:81]1.[NH2:62][c:63]1[cH:64][c:65]([NH:66][C:67](=[O:68])[CH:69]([CH3:70])[CH3:71])[cH:72][cH:73][cH:74]1>>[O:3]=[C:4]([CH2:5][S:6][c:7]1[cH:8][n:9][c:10]([NH:12][C:13](=[O:14])[N:15]([c:16]2[cH:17][c:18]([NH:22][C:23]([CH:24]([CH3:25])[CH3:26])=[O:27])[cH:19][cH:20][cH:21]2)[CH2:28][CH:29]2[CH2:30][CH2:31][CH2:32][CH2:33]2)[s:11]1)[OH:34]. The reactants are resultant mixture, COC=1C=C2CCC(N(C2=CC1CN[C@@H]1[C@@H](NCCC1)C1=CC=CC=C1)C)=O (6-Methoxy-1-methyl-7-[(2S,3S)-(2-phenyl-piperidin-3-ylamino)-methyl]-3,4-dihydro-1H-quinolin-2-one), CC=1N=CNC1C=O (4-methyl-5-imidazolecarboxaldehyde), C(#N)[BH3-].[Na+] (sodium cyanoborohydride). The reagents and catalysts are C(C)(=O)O (acetic acid). The solvent is C(Cl)Cl (methylene chloride), CO (methanol), C1CCOC1 (THF). Conditions: time 3 day. Product: COC=1C=C2CCC(N(C2=CC1CN[C@@H]1[C@@H](N(CCC1)CC=1NC=NC1C)C1=CC=CC=C1)C)=O ((2S,3S)-6-Methoxy-1-methyl-7-{[1-(5-methyl-3H-imidazol-4-ylmethyl)-2-phenyl-piperidin-3-ylamino]-methyl}-3,4-dihydro-1H-quinolin-2-one). The yield is 67.4%. RXN SMILES: [CH3:1][O:2][C:3]1[CH:4]=[C:5]2[C:10](=[CH:11][C:12]=1[CH2:13][NH:14][C@H:15]1[CH2:20][CH2:19][CH2:18][NH:17][C@H:16]1[C:21]1[CH:26]=[CH:25][CH:24]=[CH:23][CH:22]=1)[N:9]([CH3:27])[C:8](=[O:28])[CH2:7][CH2:6]2.[CH3:29][C:30]1[N:31]=[CH:32][NH:33][C:34]=1[CH:35]=O.C([BH3-])#N.[Na+]>C(O)(=O)C.CO.C1COCC1.C(Cl)Cl>[CH3:1][O:2][C:3]1[CH:4]=[C:5]2[C:10](=[CH:11][C:12]=1[CH2:13][NH:14][C@H:15]1[CH2:20][CH2:19][CH2:18][N:17]([CH2:29][C:30]3[NH:31][CH:32]=[N:33][C:34]=3[CH3:35])[C@H:16]1[C:21]1[CH:26]=[CH:25][CH:24]=[CH:23][CH:22]=1)[N:9]([CH3:27])[C:8](=[O:28])[CH2:7][CH2:6]2 |f:2.3|. Procedure details: To 6-Methoxy-1-methyl-7-[(2S,3S)-(2-phenyl-piperidin-3-ylamino)-methyl]-3,4-dihydro-1H-quinolin-2-one (100 mg, 0.26 mmol), 4-methyl-5-imidazolecarboxaldehyde (116 mg, 1.06 mmol), and 5 drops acetic acid in 2 mL of methanol at room temperature was added 1.58 mL (1.58 mmol) of 1.0 M sodium cyanoborohydride in THF. The resultant mixture was stirred for 1 hour at room temperature and then at 50° C. for 3 days. The reaction was then diluted with methylene chloride and washed 1× with sat'd. NaHCO3, dr... Reactants: [Cl-].[Na+] (sodium chloride), [H-].[Na+] (sodium hydride), [Si](C)(C)(C(C)(C)C)Cl (t-Butyldimethylsilyl chloride), C(CCO)O (1,3-propanediol). Run in CCOCC (ether), O1CCCC1 (tetrahydrofuran). Conditions: time 1.5 hour. Product: [Si](C)(C)(C(C)(C)C)OCCCO (3-(t-butyldimethylsilyloxy)propan-1-ol). Isolated yield 82.6%. As a reaction SMILES: [H-].[Na+].[CH2:3]([OH:7])[CH2:4][CH2:5][OH:6].[Si:8](Cl)([C:11]([CH3:14])([CH3:13])[CH3:12])([CH3:10])[CH3:9].[Cl-].[Na+]>O1CCCC1.CCOCC>[Si:8]([O:6][CH2:5][CH2:4][CH2:3][OH:7])([C:11]([CH3:14])([CH3:13])[CH3:12])([CH3:10])[CH3:9] |f:0.1,4.5|. Reported procedure: To a suspension of sodium hydride (6.29 g, 262 mmol) in dry tetrahydrofuran (400 ml) was added 1,3-propanediol (20.0 g, 262 mmol) over 5 min and the mixture was stirred at room temperature under dry nitrogen for 1.5 hr. t-Butyldimethylsilyl chloride (39.5 g, 262 mmol) was added portionwise and the mixture was stirred at room temperature for 1.5 hr. Saturated sodium chloride solution (300 ml) then ether (500 ml) were added. The organic portion was dried (magnesium sulphate), filtered and the solv... Reactants: CN(C(=O)C1CN(C(C1)=O)[C@H](C)C1=CC=CC=C1)OC (N-methyl-N-methoxy-1-[1-(R)-phenylethyl]-5-oxopyrrolidine-3-carboxamide), Cl (hydrochloric acid), C(CCC)[Li] (n-butyl lithium), BrC=1SC=CN1 (2-bromothiazole). The solvent is O1CCCC1 (tetrahydrofuran), O1CCCC1 (tetrahydrofuran). Conditions: time 10 minute. The product is S1C(=NC=C1)C(=O)[C@@H]1CC(N(C1)[C@H](C)C1=CC=CC=C1)=O (4-(R)-(Thiazol-2-yl)carbonyl-1-[1-(R)-phenylethyl]-2-pyrrolidone). The yield is 36.0%. RXN SMILES: C([Li])CCC.Br[C:7]1[S:8][CH:9]=[CH:10][N:11]=1.CN(OC)[C:14]([CH:16]1[CH2:20][C:19](=[O:21])[N:18]([C@@H:22]([C:24]2[CH:29]=[CH:28][CH:27]=[CH:26][CH:25]=2)[CH3:23])[CH2:17]1)=[O:15].Cl>O1CCCC1>[S:8]1[CH:9]=[CH:10][N:11]=[C:7]1[C:14]([C@H:16]1[CH2:17][N:18]([C@@H:22]([C:24]2[CH:29]=[CH:28][CH:27]=[CH:26][CH:25]=2)[CH3:23])[C:19](=[O:21])[CH2:20]1)=[O:15]. Procedure: In an atmosphere of nitrogen and at −78° C., n-butyl lithium (20.4 ml, 30.0=mol, 1.47 M hexane solution) was added dropwise to a tetrahydrofuran solution (200 ml) of 2-bromothiazole (4.92 g, 30.0 mmol) spending 10 minutes, and the mixture was stirred at the same temperature for 1 hour. To this was added dropwise a tetrahydrofuran solution (50 ml) of N-methyl-N-methoxy-1-[1-(R)-phenylethyl]-5-oxopyrrolidine-3-carboxamide (6.91 g, 25.0 mmol) spending 10 minutes, and the mixture was stirred at −78°...